This data is from the Open Reaction Database (ORD), a public repository of structured organic reaction records. The task is: describe an organic reaction: reactants, conditions, products, and yield Starting materials: CS(=O)(=O)C1=CC=C(C=C1)C1=CC(=C(C=C1)O)O (4′-methanesulfonyl-biphenyl-3,4-diol), C([O-])([O-])=O.[K+].[K+] (potassium carbonate), C1(CCCC1)Br (cyclopentylbromide). The reagents and catalysts are [I-].C(CCC)[N+](CCCC)(CCCC)CCCC (tetrabutylammoniumiodide). Run in CC(=O)CC (methylethylketone). Reaction conditions: temperature 40 celsius. The product is CS(=O)(=O)C1=CC=C(C=C1)C1=CC(=C(C=C1)OC1CCCC1)OC1CCCC1 (4′-Methanesulfonyl-3,4-dicyclopentyloxy-biphenyl). Isolated yield 92.0%. Reaction SMILES: [CH3:1][S:2]([C:5]1[CH:10]=[CH:9][C:8]([C:11]2[CH:16]=[CH:15][C:14]([OH:17])=[C:13](O)[CH:12]=2)=[CH:7][CH:6]=1)(=[O:4])=[O:3].[C:19](=[O:22])([O-])[O-].[K+].[K+].[CH:25]1(Br)[CH2:29][CH2:28][CH2:27][CH2:26]1>CC(CC)=O.[I-].C([N+](CCCC)(CCCC)CCCC)CCC>[CH3:1][S:2]([C:5]1[CH:10]=[CH:9][C:8]([C:11]2[CH:16]=[CH:15][C:14]([O:17][CH:25]3[CH2:29][CH2:28][CH2:27][CH2:26]3)=[C:13]([O:22][CH:19]3[CH2:7][CH2:6][CH2:5][CH2:10]3)[CH:12]=2)=[CH:7][CH:6]=1)(=[O:4])=[O:3] |f:1.2.3,6.7|. Reported procedure: 4′-methanesulfonyl-biphenyl-3,4-diol (30 mg) and potassium carbonate (38 mg) were dissolved in methylethylketone. Afterward, cyclopentylbromide (51 mg) and tetrabutylammoniumiodide (2-3 mg) were added one after another and heated for 24 hours at 40° C. After filtering just potassium carbonate, the residue was separated through a silica gel attributed chromatography (an eluting agent: ethylacetate/n-hexane=1/1, v/v). As a result, the present compound (37 mg, productive yield 92%) was obtained. Starting materials: C(C1=CC=CC=C1)OC1=C(C=C(C=C1)C1=CC=C2C(=NN(C2=C1)S(=O)(=O)C1=C(C=C(C=C1C)C)C)I)OC (6-(4 benzyloxy-3-methoxy-phenyl)-3-iodo-1-(2,4,6-trimethyl-benzenesulfonyl)-1H-indazole), C([O-])(O)=O.[Na+] (sodium bicarbonate), BrC1=CC2=CC=CC=C2C=C1 (2-Bromonaphthalene), [Li]CCCC (n-BuLi). The reagents and catalysts are C=1C=CC(=CC1)[P](C=2C=CC=CC2)(C=3C=CC=CC3)[Pd]([P](C=4C=CC=CC4)(C=5C=CC=CC5)C=6C=CC=CC6)([P](C=7C=CC=CC7)(C=8C=CC=CC8)C=9C=CC=CC9)[P](C=1C=CC=CC1)(C=1C=CC=CC1)C=1C=CC=CC1 (Pd(PPh3)4), [Cl-].[Cl-].[Zn+2] (ZnCl2). Run in C1CCOC1 (THF). Run at temperature -78 celsius, time 30 minute. Yields the product N1N=CC2=CC=CC=C12 (1H-indazole). Isolated yield 378.2%. RXN SMILES: BrC1C=CC2C(=CC=CC=2)C=1.[Li]CCCC.C(OC1C=CC([C:31]2[CH:39]=[C:38]3[C:34]([C:35](I)=[N:36][N:37]3S(C3C(C)=CC(C)=CC=3C)(=O)=O)=[CH:33][CH:32]=2)=CC=1OC)C1C=CC=CC=1.C(=O)(O)[O-].[Na+]>C1COCC1.[Cl-].[Cl-].[Zn+2].C1C=CC([P]([Pd]([P](C2C=CC=CC=2)(C2C=CC=CC=2)C2C=CC=CC=2)([P](C2C=CC=CC=2)(C2C=CC=CC=2)C2C=CC=CC=2)[P](C2C=CC=CC=2)(C2C=CC=CC=2)C2C=CC=CC=2)(C2C=CC=CC=2)C2C=CC=CC=2)=CC=1>[NH:37]1[C:38]2[C:34](=[CH:33][CH:32]=[CH:31][CH:39]=2)[CH:35]=[N:36]1 |f:3.4,6.7.8,^1:71,73,92,111|. Procedure: 2-Bromonaphthalene (117 mg, 0.564 mmol, 6.0 equiv) was dissolved in THF (0.75 mL) and cooled to −78° C. The mixture was treated with n-BuLi (226 μL, 2.5 M, 6.0 equiv) and was allowed to stir at −78° C. for 30 min. The mixture was then added to freshly dried ZnCl2 solid (139 mg, 0.80 mmol, 8.5 equiv) via cannula and the resulting mix was allowed to warm to 23° C. (during the addition the yellow color disappears). After 30 min at 23° C. the mixture is added to a mixture of 6-(4 benzyloxy-3-methoxy... Starting materials: C(C)OC(=O)C=1OC2=C(C1C)C(=CC=C2)O (4-Hydroxy-3-methyl-benzofuran-2-carboxylic acid ethyl ester), C([O-])([O-])=O.[K+].[K+] (potassium carbonate), ICCO (2-iodoethanol). The solvent is C(C)#N (acetonitrile). The product is C(C)OC(=O)C=1OC2=C(C1C)C(=CC=C2)OCCO (4-(2-hydroxy-ethoxy)-3-methyl-benzofuran-2-carboxylic acid ethyl ester). RXN SMILES: [CH2:1]([O:3][C:4]([C:6]1[O:7][C:8]2[CH:15]=[CH:14][CH:13]=[C:12]([OH:16])[C:9]=2[C:10]=1[CH3:11])=[O:5])[CH3:2].C(=O)([O-])[O-].[K+].[K+].I[CH2:24][CH2:25][OH:26]>C(#N)C>[CH2:1]([O:3][C:4]([C:6]1[O:7][C:8]2[CH:15]=[CH:14][CH:13]=[C:12]([O:16][CH2:24][CH2:25][OH:26])[C:9]=2[C:10]=1[CH3:11])=[O:5])[CH3:2] |f:1.2.3|. Procedure details: 4-Hydroxy-3-methyl-benzofuran-2-carboxylic acid ethyl ester (100 mg), potassium carbonate (500 mg) and 2-iodoethanol (195 μl) were suspended in acetonitrile (10 ml). The mixture was refluxed overnight. Inorganic salt was filtered out and the mother solution was evaporated to dryness. The residue was dissolved in ethyl acetate, washed with water, dried over anhydrous sodium sulfate and evaporated to dryness. The residue was purified by silica gel column chromatography developed by ethyl acetate-h... Reactants: Cc1cc(N2CCCC2=O)ccc1-c1ccc(C(=O)N2CCc3cc4c(cc32)C2(CCNCC2)CO4)cc1, BrC1CCCC1. The product is Cc1cc(N2CCCC2=O)ccc1-c1ccc(C(=O)N2CCc3cc4c(cc32)C2(CCN(C3CCCC3)CC2)CO4)cc1. Reaction SMILES: [CH3:1][c:2]1[c:3](-[c:14]2[cH:15][cH:16][c:17]([C:20](=[O:21])[N:22]3[CH2:23][CH2:24][c:25]4[cH:26][c:27]5[c:28]([cH:29][c:30]43)[C:31]3([CH2:32][O:33]5)[CH2:34][CH2:35][NH:36][CH2:37][CH2:38]3)[cH:18][cH:19]2)[cH:4][cH:5][c:6]([N:8]2[C:9](=[O:13])[CH2:10][CH2:11][CH2:12]2)[cH:7]1.[CH:39]1([Br:44])[CH2:40][CH2:41][CH2:42][CH2:43]1>>[CH3:1][c:2]1[c:3](-[c:14]2[cH:15][cH:16][c:17]([C:20](=[O:21])[N:22]3[CH2:23][CH2:24][c:25]4[cH:26][c:27]5[c:28]([cH:29][c:30]43)[C:31]3([CH2:32][O:33]5)[CH2:34][CH2:35][N:36]([CH:39]4[CH2:40][CH2:41][CH2:42][CH2:43]4)[CH2:37][CH2:38]3)[cH:18][cH:19]2)[cH:4][cH:5][c:6]([N:8]2[C:9](=[O:13])[CH2:10][CH2:11][CH2:12]2)[cH:7]1. Starting materials: COc1cccc(Br)n1, [Li]CCCC, COCCOC, CCOCC, ClCCl, CN1C(=O)CN=C(Cl)c2cc(Cl)ccc21, O, c1ccc(P(c2ccccc2)(c2ccccc2)[Pd](P(c2ccccc2)(c2ccccc2)c2ccccc2)(P(c2ccccc2)(c2ccccc2)c2ccccc2)P(c2ccccc2)(c2ccccc2)c2ccccc2)cc1. Yields the product COc1cccc(C2=NCC(=O)N(C)c3ccc(Cl)cc32)n1. RXN SMILES: [Br:1][c:2]1[n:3][c:4]([O:8][CH3:9])[cH:5][cH:6][cH:7]1.[CH3:10][CH2:11][CH2:12][CH2:13][Li:14].[CH3:15][O:16][CH2:17][CH2:18][O:19][CH3:20].[CH3:36][CH2:37][O:38][CH2:39][CH3:40].[Cl:118][CH2:119][Cl:120].[Cl:21][C:22]1=[N:23][CH2:24][C:25](=[O:35])[N:26]([CH3:34])[c:27]2[c:28]1[cH:29][c:30]([Cl:33])[cH:31][cH:32]2.[OH2:121].[cH:41]1[cH:42][cH:43][c:44]([P:45]([Pd:46]([P:47]([c:48]2[cH:49][cH:50][cH:51][cH:52][cH:53]2)([c:54]2[cH:55][cH:56][cH:57][cH:58][cH:59]2)[c:60]2[cH:61][cH:62][cH:63][cH:64][cH:65]2)([P:66]([c:67]2[cH:68][cH:69][cH:70][cH:71][cH:72]2)([c:73]2[cH:74][cH:75][cH:76][cH:77][cH:78]2)[c:79]2[cH:80][cH:81][cH:82][cH:83][cH:84]2)[P:85]([c:86]2[cH:87][cH:88][cH:89][cH:90][cH:91]2)([c:92]2[cH:93][cH:94][cH:95][cH:96][cH:97]2)[c:98]2[cH:99][cH:100][cH:101][cH:102][cH:103]2)([c:104]2[cH:105][cH:106][cH:107][cH:108][cH:109]2)[c:110]2[cH:111][cH:112][cH:113][cH:114][cH:115]2)[cH:116][cH:117]1>>[c:2]1([C:22]2=[N:23][CH2:24][C:25](=[O:35])[N:26]([CH3:34])[c:27]3[c:28]2[cH:29][c:30]([Cl:33])[cH:31][cH:32]3)[n:3][c:4]([O:8][CH3:9])[cH:5][cH:6][cH:7]1. Reaction conditions: temperature 50 celsius. The reactants are C(=C)[Si](O[Si](C)(C)C)(C)C=C (divinyltetramethyldisiloxane), C=CC1=CC=CC=C1 (styrene), C(C)O[SiH](OCC)OCC (triethoxysilane), C[Si](OC(C)=O)(OC(C)=O)OC(C)=O (methyltriacetoxysilane), Teflon, C=CC1=CC=CC=C1 (styrene). The product is C(CC1=CC=CC=C1)[Si](OCC)(OCC)OCC (phenethyltriethoxysilane). The solvent is C1(=CC=CC=C1)C (toluene). As a reaction SMILES: [CH2:1]=[CH:2][C:3]1[CH:8]=[CH:7][CH:6]=[CH:5][CH:4]=1.[CH2:9]([O:11][SiH:12]([O:16][CH2:17][CH3:18])[O:13][CH2:14][CH3:15])[CH3:10].C[Si](OC(=O)C)(OC(=O)C)OC(=O)C.C([Si](C=C)(C)O[Si](C)(C)C)=C>C1(C)C=CC=CC=1>[CH2:1]([Si:12]([O:16][CH2:17][CH3:18])([O:13][CH2:14][CH3:15])[O:11][CH2:9][CH3:10])[CH2:2][C:3]1[CH:8]=[CH:7][CH:6]=[CH:5][CH:4]=1. Reported procedure: 130 mg Of styrene and 217 mg of triethoxysilane were placed in a glass reaction tube and 0.0032 mg of methyltriacetoxysilane was added. Next, 0.0045 ml of a toluene solution of a 0-valent platinum complex of divinyltetramethyldisiloxane (platinum content: 0.04 Wt. %) was added to this mixture. The reaction tube was sealed with Teflon tape and heated for 30 minutes in an oil bath at 50° C. When the tube contents were analyzed by GC-MS following cooling, the conversion rate of styrene was 98% and ... Isolated yield 96.0%. Starting materials: S(=O)([O-])[O-].[Na+].[Na+] (sodium sulfite), C(C)C1=C(C(=CC(=C1)C)CC)C=1C(N(N=C(C1SC)C(F)(F)F)C)=O (4-(2,6-diethyl-4-methylphenyl)-2-methyl-5-methylsulfanyl-6-trifluoromethyl-2,3-dihydro-3-pyridazinone), C(O)([O-])=O.[Na+] (Sodium hydrogen carbonate), ClC=1C=C(C(=O)O)C=CC1 (meta-chlorobenzoic acid). The solvent is C(Cl)(Cl)Cl (chloroform), O (water). Run at time 3 hour. The product is C(C)C1=C(C(=CC(=C1)C)CC)C=1C(N(N=C(C1S(=O)C)C(F)(F)F)C)=O (4-(2,6-diethyl-4-methylphenyl)-2-methyl-5-methylsulfinyl-6-trifluoromethyl-2,3-dihydro-3-pyridazinone). Yield: 86.6%. As a reaction SMILES: [CH2:1]([C:3]1[CH:8]=[C:7]([CH3:9])[CH:6]=[C:5]([CH2:10][CH3:11])[C:4]=1[C:12]1[C:13](=[O:25])[N:14]([CH3:24])[N:15]=[C:16]([C:20]([F:23])([F:22])[F:21])[C:17]=1[S:18][CH3:19])[CH3:2].C(=O)([O-])[OH:27].[Na+].ClC1C=C(C=CC=1)C(O)=O.S([O-])([O-])=O.[Na+].[Na+]>O.C(Cl)(Cl)Cl>[CH2:1]([C:3]1[CH:8]=[C:7]([CH3:9])[CH:6]=[C:5]([CH2:10][CH3:11])[C:4]=1[C:12]1[C:13](=[O:25])[N:14]([CH3:24])[N:15]=[C:16]([C:20]([F:23])([F:22])[F:21])[C:17]=1[S:18]([CH3:19])=[O:27])[CH3:2] |f:1.2,4.5.6|. Procedure: To a 50 ml volume three-necked flask, 4-(2,6-diethyl-4-methylphenyl)-2-methyl-5-methylsulfanyl-6-trifluoromethyl-2,3-dihydro-3-pyridazinone ((2-46)-(1)-39) (0.51 g) and chloroform (12.5 ml) were added at room temperature. Sodium hydrogen carbonate (0.46 g) and meta-chlorobenzoic acid (0.48 g) was added and the resulting mixture was stirred at room temperature for 3 hours. Then, the reaction mixture was poured into water (20 ml), added sodium sulfite (0.3 g), and extracted with t-butyl methyl eth...